From a dataset of the Open Reaction Database (ORD), a public repository of structured organic reaction records. describe an organic reaction: reactants, conditions, products, and yield Starting materials: [BH4-], Cc1oc(-c2ccccc2)nc1COc1ccc(COc2ncccc2C=O)cc1, CCO, [Na+], C1CCOC1, O. Yields the product Cc1oc(-c2ccccc2)nc1COc1ccc(COc2ncccc2CO)cc1. RXN SMILES: [BH4-:39].[CH3:1][c:2]1[c:3]([CH2:13][O:14][c:15]2[cH:16][cH:17][c:18]([CH2:19][O:20][c:21]3[n:22][cH:23][cH:24][cH:25][c:26]3[CH:27]=[O:28])[cH:29][cH:30]2)[n:4][c:5](-[c:7]2[cH:8][cH:9][cH:10][cH:11][cH:12]2)[o:6]1.[CH3:31][CH2:32][OH:33].[Na+:40].[O:34]1[CH2:35][CH2:36][CH2:37][CH2:38]1.[OH2:41]>>[CH3:1][c:2]1[c:3]([CH2:13][O:14][c:15]2[cH:16][cH:17][c:18]([CH2:19][O:20][c:21]3[n:22][cH:23][cH:24][cH:25][c:26]3[CH2:27][OH:28])[cH:29][cH:30]2)[n:4][c:5](-[c:7]2[cH:8][cH:9][cH:10][cH:11][cH:12]2)[o:6]1. Starting materials: O=C(O)c1ccc2c(c1)OCO2, FC(F)(F)c1cc(COC2CCNCC2C(c2ccccc2)c2ccccc2)cc(C(F)(F)F)c1, Cl. Yields the product O=C(c1ccc2c(c1)OCO2)N1CCC(OCc2cc(C(F)(F)F)cc(C(F)(F)F)c2)C(C(c2ccccc2)c2ccccc2)C1. Reaction SMILES: [C:37]([c:38]1[cH:39][c:40]2[c:44]([cH:45][cH:46]1)[O:43][CH2:42][O:41]2)(=[O:47])[OH:48].[CH:2]([c:3]1[cH:4][cH:5][cH:6][cH:7][cH:8]1)([c:9]1[cH:10][cH:11][cH:12][cH:13][cH:14]1)[CH:15]1[CH2:16][NH:17][CH2:18][CH2:19][CH:20]1[O:21][CH2:22][c:23]1[cH:24][c:25]([C:33]([F:34])([F:35])[F:36])[cH:26][c:27]([C:29]([F:30])([F:31])[F:32])[cH:28]1.[ClH:1]>>[CH:2]([c:3]1[cH:4][cH:5][cH:6][cH:7][cH:8]1)([c:9]1[cH:10][cH:11][cH:12][cH:13][cH:14]1)[CH:15]1[CH2:16][N:17]([C:37]([c:38]2[cH:39][c:40]3[c:44]([cH:45][cH:46]2)[O:43][CH2:42][O:41]3)=[O:47])[CH2:18][CH2:19][CH:20]1[O:21][CH2:22][c:23]1[cH:24][c:25]([C:33]([F:34])([F:35])[F:36])[cH:26][c:27]([C:29]([F:30])([F:31])[F:32])[cH:28]1. The reactants are C(C(=O)O)(=O)O.C1(=CC=CC=C1)C(=C1CCN(CC1)CCCOC1=CC=CC=C1)C1=CC=CC=C1 (4-(Diphenylmethylene)-1-(3-phenoxypropyl)piperidine oxalate), FC1=CC=C(C=C1)C(O)(C1CCNCC1)C1=CC=C(C=C1)F ([α,α-bis(4-fluorophenyl)]-4-piperidinemethanol), ClCCCOC1=C(C=C(C=C1)C)OC (1-chloro-3-(2-methoxy-4-methylphenoxy)propane), C([O-])([O-])=O.[Na+].[Na+] (sodium carbonate), [I-].[K+] (potassium iodide). Run in CC(C)O (2-propanol), C(CCC)O (1-butanol). Product: FC1=CC=C(C=C1)C(O)(C1CCN(CC1)CCCOC1=C(C=C(C=C1)C)OC)C1=CC=C(C=C1)F (α,α-Bis(4-fluorophenyl)-1-[3-(2-methoxy-4-methylphenoxy)propyl]-4-piperidinemethanol). The yield is 74.8%. As a reaction SMILES: C(O)(=O)C(O)=O.C1(C(C2C=CC=CC=2)=C2CCN(CCCOC3C=CC=CC=3)CC2)C=CC=CC=1.[F:36][C:37]1[CH:42]=[CH:41][C:40]([C:43]([C:51]2[CH:56]=[CH:55][C:54]([F:57])=[CH:53][CH:52]=2)([CH:45]2[CH2:50][CH2:49][NH:48][CH2:47][CH2:46]2)[OH:44])=[CH:39][CH:38]=1.Cl[CH2:59][CH2:60][CH2:61][O:62][C:63]1[CH:68]=[CH:67][C:66]([CH3:69])=[CH:65][C:64]=1[O:70][CH3:71].C(=O)([O-])[O-].[Na+].[Na+].[I-].[K+]>C(O)CCC.CC(O)C>[F:36][C:37]1[CH:42]=[CH:41][C:40]([C:43]([C:51]2[CH:52]=[CH:53][C:54]([F:57])=[CH:55][CH:56]=2)([CH:45]2[CH2:46][CH2:47][N:48]([CH2:59][CH2:60][CH2:61][O:62][C:63]3[CH:68]=[CH:67][C:66]([CH3:69])=[CH:65][C:64]=3[O:70][CH3:71])[CH2:49][CH2:50]2)[OH:44])=[CH:39][CH:38]=1 |f:0.1,4.5.6,7.8|. Reported procedure: This compound was prepared according to the procedure used to synthesize the compound of Example 1. A mixture of 4.5 g (0.015 mole) of [α,α-bis(4-fluorophenyl)]-4-piperidinemethanol, 3.2 g (0.015 mole) of 1-chloro-3-(2-methoxy-4-methylphenoxy)propane, 5.3 g (0.05 mole) of anhydrous sodium carbonate and 0.4 g of potassium iodide in 100 ml of 1-butanol gave 5.4 g (75%) of the title compound as a white solid, mp 121°-122° C. (2-propanol). The reactants are C(C)(C)(C)OC(=O)NC1=CC=C(C(=O)O)C=C1 (4-tert-butoxycarbonylamino-benzoic acid), C=1C=CC2=C(C1)N=NN2O (HOBT), CCN=C=NCCCN(C)C (EDAC), CCN(C(C)C)C(C)C (DIPEA), CC12CC(CC(NC1)C2)(C)C (1,3,3-trimethyl-6-aza-bicyclo[3.2.1]octane). Solvent: C1CCOC1 (THF). Run at time 10 minute. The product is C(C)(C)(C)OC(NC1=CC=C(C=C1)C(=O)N1C2CC(CC(C1)(C2)C)(C)C)=O ([4-(1,3,3-trimethyl-6-aza-bicyclo[3.2.1]octane-6-carbonyl)-phenyl]carbamic acid tert-butyl ester). Yield: 77.3%. RXN SMILES: [C:1]([O:5][C:6]([NH:8][C:9]1[CH:17]=[CH:16][C:12]([C:13]([OH:15])=O)=[CH:11][CH:10]=1)=[O:7])([CH3:4])([CH3:3])[CH3:2].C1C=CC2N(O)N=NC=2C=1.CCN=C=NCCCN(C)C.CCN(C(C)C)C(C)C.[CH3:48][C:49]12[CH2:56][CH:53]([NH:54][CH2:55]1)[CH2:52][C:51]([CH3:58])([CH3:57])[CH2:50]2>C1COCC1>[C:1]([O:5][C:6](=[O:7])[NH:8][C:9]1[CH:10]=[CH:11][C:12]([C:13]([N:54]2[CH2:55][C:49]3([CH3:48])[CH2:56][CH:53]2[CH2:52][C:51]([CH3:58])([CH3:57])[CH2:50]3)=[O:15])=[CH:16][CH:17]=1)([CH3:2])([CH3:3])[CH3:4]. Procedure: To a mixture of 4-tert-butoxycarbonylamino-benzoic acid (50 g, 0.21 mol) and HOBT (31.33 g, 0.231 mol) in dry THF (0.5 L) was added EDAC (44.44 g, 0.231 mol). The resulting mixture was stirred for 10 min followed by addition of a mixture of DIPEA (40.4 ml, 0.231 mol) and 1,3,3-trimethyl-6-aza-bicyclo[3.2.1]octane (39.4 ml, 0.231 mol). The reaction mixture was stirred for an additional 16 hrs. and evaporated to dryness. To the residue was added water (600 ml) and the resulting mixture was extract... Reactants: C(=O)(O)C1=C(C=CC=C1)CC(=O)N (2-carboxybenzeneacetamide), ClC1=C(C=CC=C1)Cl (1,2-dichlorobenzene). Product: CN1C(C2=CC=CC=C2CC1=O)=O (N-Methylisoquinoline-1,3(2H,4H)-dione). As a reaction SMILES: [C:1]([C:4]1[CH:9]=[CH:8][CH:7]=[CH:6][C:5]=1[CH2:10][C:11]([NH2:13])=[O:12])(O)=[O:2].Cl[C:15]1C=CC=CC=1Cl>>[CH3:15][N:13]1[C:11](=[O:12])[CH2:10][C:5]2[C:4](=[CH:9][CH:8]=[CH:7][CH:6]=2)[C:1]1=[O:2]. Reported procedure: A mixture of 2.28 g (11.8 mmol) of N-methyl-(2-carboxybenzeneacetamide and 24 ml of 1,2-dichlorobenzene is refluxed for 1 h and evaporated to dryness. The residue is recrystallized from EtOAc-hexane to give an off-white solid, 1.55 g (75%), mp 113-115° C.; MS (ES+) m/z 176.1 (M+H)+1. The reactants are C[C@]12CC[C@@H]3C=4C=CC(=CC4CC[C@H]3[C@@H]1CCC2=O)O (estrone), S(=O)(=O)(OC)OC (dimethyl sulfate), [OH-].[Na+] (NaOH). Run in C(C)C(=O)C (methyl ethyl ketone), C(C)C(=O)C (methyl ethyl ketone), O (water). Reaction conditions: time 1 hour. Product: COC (methyl ether), C[C@]12CC[C@@H]3C=4C=CC(=CC4CC[C@H]3[C@@H]1CCC2=O)O (estrone). RXN SMILES: [CH3:1][C@@:2]12[C:18](=[O:19])[CH2:17][CH2:16][C@H:15]1[C@H:14]1[C@@H:5]([C:6]3[CH:7]=[CH:8][C:9]([OH:20])=[CH:10][C:11]=3[CH2:12][CH2:13]1)[CH2:4][CH2:3]2.S(OC)(O[CH3:25])(=O)=O.[OH-].[Na+]>C(C(C)=O)C.O>[CH3:25][O:20][CH3:9].[CH3:1][C@@:2]12[C:18](=[O:19])[CH2:17][CH2:16][C@H:15]1[C@H:14]1[C@@H:5]([C:6]3[CH:7]=[CH:8][C:9]([OH:20])=[CH:10][C:11]=3[CH2:12][CH2:13]1)[CH2:4][CH2:3]2 |f:2.3|. Procedure: Into a mixture of 1 g of estrone, 0.5 ml of dimethyl sulfate and 10 ml of methyl ethyl ketone, 5 ml of the 10% NaOH aqueous solution was added over a period of one hour. The reaction temperature was maintained at 15° - 20°C. The resulting mixture was stirred for 1 hour. 10 ml of water was added to the reaction mixture and methyl ethyl ketone was distilled off. The crystals which formed during the distillation were filtered from the cooled reaction mixture, washed with water and dried to obtain 1... Starting materials: C=CC1(C)CC(c2ccc(F)c(Cl)c2)Nc2ccc(C(=O)OC)nc21, CO, [Pd]. Product: CCC1(C)CC(c2ccc(F)c(Cl)c2)Nc2ccc(C(=O)OC)nc21. RXN SMILES: [CH3:1][O:2][C:3](=[O:4])[c:5]1[n:6][c:7]2[c:12]([cH:13][cH:14]1)[NH:11][CH:10]([c:15]1[cH:16][c:17]([Cl:22])[c:18]([F:21])[cH:19][cH:20]1)[CH2:9][C:8]2([CH:23]=[CH2:24])[CH3:25].[CH3:26][OH:27].[Pd:28]>>[CH3:1][O:2][C:3](=[O:4])[c:5]1[n:6][c:7]2[c:12]([cH:13][cH:14]1)[NH:11][CH:10]([c:15]1[cH:16][c:17]([Cl:22])[c:18]([F:21])[cH:19][cH:20]1)[CH2:9][C:8]2([CH2:23][CH3:24])[CH3:25]. Starting materials: COc1ccc(Br)cn1, CC(C)(C)[O-], CNc1ccc(F)cc1, [K+], CC(=O)[O-], CC(=O)[O-], CN(C)C=O, [Pd+2], c1ccc(P(c2ccccc2)c2ccc3ccccc3c2-c2c(P(c3ccccc3)c3ccccc3)ccc3ccccc23)cc1. Product: COc1ccc(N(C)c2ccc(F)cc2)cn1. Reaction SMILES: [Br:1][c:2]1[cH:3][cH:4][c:5]([O:8][CH3:9])[n:6][cH:7]1.[CH3:10][C:11]([CH3:12])([O-:13])[CH3:14].[F:62][c:63]1[cH:64][cH:65][c:66]([NH:69][CH3:70])[cH:67][cH:68]1.[K+:15].[O-:77][C:78]([CH3:79])=[O:80].[O-:81][C:82]([CH3:83])=[O:84].[O:71]=[CH:72][N:73]([CH3:74])[CH3:75].[Pd+2:76].[cH:16]1[cH:17][cH:18][c:19]([P:20]([c:21]2[cH:22][cH:23][c:24]3[c:25]([cH:26][cH:27][cH:28][cH:29]3)[c:30]2-[c:31]2[c:32]3[c:33]([cH:34][cH:35][cH:36][cH:37]3)[cH:38][cH:39][c:40]2[P:41]([c:42]2[cH:43][cH:44][cH:45][cH:46][cH:47]2)[c:48]2[cH:49][cH:50][cH:51][cH:52][cH:53]2)[c:54]2[cH:55][cH:56][cH:57][cH:58][cH:59]2)[cH:60][cH:61]1>>[c:2]1([N:69]([c:66]2[cH:65][cH:64][c:63]([F:62])[cH:68][cH:67]2)[CH3:70])[cH:3][cH:4][c:5]([O:8][CH3:9])[n:6][cH:7]1. Reactants: CN(C=CC(=O)C1=C(C=CC=C1)[N+](=O)[O-])C (3-(dimethylamino)2′-nitroacrylophenone), Cl.NC(=N)N (guanidine hydrochloride), [OH-].[Na+] (sodium hydroxide). Solvent: C(C)O (ethanol). The product is [N+](=O)([O-])C1=C(C=CC=C1)C1=NC(=NC=C1)N (4-(2-nitrophenyl)-2-pyrimidineamine). The yield is 40.8%. RXN SMILES: CN(C)[CH:3]=[CH:4][C:5]([C:7]1[CH:12]=[CH:11][CH:10]=[CH:9][C:8]=1[N+:13]([O-:15])=[O:14])=O.Cl.[NH2:18][C:19]([NH2:21])=[NH:20].[OH-].[Na+]>C(O)C>[N+:13]([C:8]1[CH:9]=[CH:10][CH:11]=[CH:12][C:7]=1[C:5]1[CH:4]=[CH:3][N:18]=[C:19]([NH2:21])[N:20]=1)([O-:15])=[O:14] |f:1.2,3.4|. Procedure details: 3-(dimethylamino)2′-nitroacrylophenone (1.0 g, 4.54 mmol) in absolute ethanol (25 mL) was treated with guanidine hydrochloride (540 mg, 5.68 mmol), and 10N sodium hydroxide (200 μL). The reaction was heated to reflux for 18 hours. Upon cooling a white precipitate was collected by filtration and rinsed with diethyl ether to give 4-(2-nitrophenyl)-2-pyrimidineamine (400 mg). Additional material was obtained by concentration and chromatography on silica, eluting with 1;1 hexane:ethyl acetate. Starting materials: COC(C[C@@H]1COC2=C1C=CC(=C2)O[C@@H]2CCC1=C(C=CC(=C21)F)B2OC(C(O2)(C)C)(C)C)=O ({(S)-6-[(R)-7-fluoro-4-(4,4,5,5-tetramethyl-[1,3,2]dioxaborolan-2-yl)-indan-1-yloxy]-2,3-dihydro-benzofuran-3-yl}-acetic acid methyl ester), ClC1=C(C=C(C=C1C)C=1N(C=CN1)C)C (2-(4-chloro-3,5-dimethyl-phenyl)-1-methyl-imidazole), BrC1=C2CC[C@H](C2=C(C=C1)F)OC1=CC2=C([C@@H](CO2)CC(=O)OC)C=C1 (Methyl 2-((S)-6-((R)-4-bromo-7-fluoro-2,3-dihydro-1H-inden-1-yloxy)-2,3-dihydrobenzofuran-3-yl)acetate). Yields the product COC(C[C@@H]1COC2=C1C=CC(=C2)O[C@@H]2CCC1=C(C=CC(=C21)F)C2=C(C=C(C=C2C)C=2N(C=CN2)C)C)=O ({(S)-6-[(R)-4-(2,6-Dimethyl-4-(1-methyl-imidazol-2-yl)-phenyl)-7-fluoro-indan-1-yloxy]-2,3-dihydro-benzofuran-3-yl}-acetic acid methyl ester). Reaction SMILES: [CH3:1][O:2][C:3](=[O:34])[CH2:4][C@H:5]1[C:9]2[CH:10]=[CH:11][C:12]([O:14][C@H:15]3[C:23]4[C:18](=[C:19](B5OC(C)(C)C(C)(C)O5)[CH:20]=[CH:21][C:22]=4[F:24])[CH2:17][CH2:16]3)=[CH:13][C:8]=2[O:7][CH2:6]1.Cl[C:36]1[C:41]([CH3:42])=[CH:40][C:39]([C:43]2[N:44]([CH3:48])[CH:45]=[CH:46][N:47]=2)=[CH:38][C:37]=1[CH3:49].BrC1C=CC(F)=C2C=1CC[C@H]2OC1C=CC2[C@H](CC(OC)=O)COC=2C=1>>[CH3:1][O:2][C:3](=[O:34])[CH2:4][C@H:5]1[C:9]2[CH:10]=[CH:11][C:12]([O:14][C@H:15]3[C:23]4[C:18](=[C:19]([C:36]5[C:37]([CH3:49])=[CH:38][C:39]([C:43]6[N:44]([CH3:48])[CH:45]=[CH:46][N:47]=6)=[CH:40][C:41]=5[CH3:42])[CH:20]=[CH:21][C:22]=4[F:24])[CH2:17][CH2:16]3)=[CH:13][C:8]=2[O:7][CH2:6]1. Procedure: The title compound is prepared from {(S)-6-[(R)-7-fluoro-4-(4,4,5,5-tetramethyl-[1,3,2]dioxaborolan-2-yl)-indan-1-yloxy]-2,3-dihydro-benzofuran-3-yl}-acetic acid methyl ester and 2-(4-chloro-3,5-dimethyl-phenyl)-1-methyl-imidazole following a procedure analogous to that described in Step 5 of Intermediate 1. LC (method 7): tR=1.02 min; Mass spectrum (ESI+): m/z=527 [M+H]+.